Dataset: the Open Reaction Database (ORD), a public repository of structured organic reaction records. Task: describe an organic reaction: reactants, conditions, products, and yield Reactants: C(C)OCC (ethyl ether), CO (methanol), ClC=1C=CC=2C(C3=C(NC2C1)C(=NN(C3=O)C3=CC=C(C=C3)OC)O)=O (7-Chloro-4-hydroxy-2-(4-methoxyphenyl)-1,2,5,10-tetrahydropyridazino[4,5-b]quinoline-1,10-dione). The solvent is CS(=O)(=O)O (methanesulfonic acid). Conditions: temperature 150 celsius. Yields the product ClC=1C=CC=2C(C3=C(NC2C1)C(=NN(C3=O)C3=CC=C(C=C3)O)O)=O (7-Chloro-4-hydroxy-2-(4-hydroxyphenyl)-1,2,5,10-tetrahydropyridazino[4,5-b]quinoline-1,10-dione). The yield is 68.9%. As a reaction SMILES: [Cl:1][C:2]1[CH:3]=[CH:4][C:5]2[C:6](=[O:26])[C:7]3[C:15](=[O:16])[N:14]([C:17]4[CH:22]=[CH:21][C:20]([O:23]C)=[CH:19][CH:18]=4)[N:13]=[C:12]([OH:25])[C:8]=3[NH:9][C:10]=2[CH:11]=1.C(OCC)C.CO>CS(O)(=O)=O>[Cl:1][C:2]1[CH:3]=[CH:4][C:5]2[C:6](=[O:26])[C:7]3[C:15](=[O:16])[N:14]([C:17]4[CH:18]=[CH:19][C:20]([OH:23])=[CH:21][CH:22]=4)[N:13]=[C:12]([OH:25])[C:8]=3[NH:9][C:10]=2[CH:11]=1. Procedure: 7-Chloro-4-hydroxy-2-(4-methoxyphenyl)-1,2,5,10-tetrahydropyridazino[4,5-b]quinoline-1,10-dione (0.800 g, 2.16 mM) was stirred in methanesulfonic acid (16 mL) to give an amber solution. This solution was heated to 150° C. for 6 hours and cooled to room temperature. Addition of ethyl ether (250 mL) and methanol (50 mL) gave a tan precipitate. The solid was collected and washed with methanol/ether to give the title compound (0.530 g, 51%) as a tan powder, mp 316-318° C.; MS(CI): 356 (M+H). Reactants: BrC1=CC=C(O1)C(=O)O (5-bromo-2-furancarboxylic acid), C(C)(C)OC(C)C (diisopropyl ether), [N+](=O)(O)[O-].O([N+](=O)[O-])CCN (nitroxyethylamine nitrate). Yields the product O([N+](=O)[O-])CCNC(=O)C=1OC(=CC1)Br (N-(2-Nitroxyethyl)-5-bromo-2-furancarboxamide). Isolated yield 22.2%. RXN SMILES: [Br:1][C:2]1[O:6][C:5]([C:7]([OH:9])=O)=[CH:4][CH:3]=1.[N+]([O-])(O)=O.[O:14]([CH2:18][CH2:19][NH2:20])[N+:15]([O-:17])=[O:16].C(OC(C)C)(C)C>>[O:14]([CH2:18][CH2:19][NH:20][C:7]([C:5]1[O:6][C:2]([Br:1])=[CH:3][CH:4]=1)=[O:9])[N+:15]([O-:17])=[O:16] |f:1.2|. Reported procedure: Following a similar treatment to that in Example 2 and using 0.68 g of 5-bromo-2-furancarboxylic acid and 0.60 g of nitroxyethylamine nitrate, 0.22 g of the title compound was obtained as pale yellow acicular prisms (solvent for recrystallization; diisopropyl ether). Product: S1C(=NC2=C1C=CC=C2)N2N=C(\C(\C2=O)=C/C2=CC(=C(C=C2)O)OC)C ((4E)-2-(1,3-benzothiazol-2-yl)-4-{[4-hydroxy-3-(methyloxy)phenyl]-methylidene}-5-methyl-2,4-dihydro-3H-pyrazol-3-one). Reaction SMILES: [S:1]1[C:5]2[CH:6]=[CH:7][CH:8]=[CH:9][C:4]=2[N:3]=[C:2]1[N:10]1[C:14](=[O:15])[CH2:13][C:12]([CH3:16])=[N:11]1.[OH:17][C:18]1[CH:25]=[CH:24][C:21]([CH:22]=O)=[CH:20][C:19]=1[O:26][CH3:27].N1CCCCC1>C(O)C.O>[S:1]1[C:5]2[CH:6]=[CH:7][CH:8]=[CH:9][C:4]=2[N:3]=[C:2]1[N:10]1[C:14](=[O:15])/[C:13](=[CH:22]/[C:21]2[CH:24]=[CH:25][C:18]([OH:17])=[C:19]([O:26][CH3:27])[CH:20]=2)/[C:12]([CH3:16])=[N:11]1. The reactants are S1C(=NC2=C1C=CC=C2)N2N=C(CC2=O)C (2-(1,3-benzothiazol-2-yl)-5-methyl-2,4-dihydro-3H-pyrazol-3-one), OC1=C(C=C(C=O)C=C1)OC (4-hydroxy-3-methoxybenzaldehyde), N1CCCCC1 (piperidine). The solvent is O (water), C(C)O (ethanol). Procedure: 1 g (4.32 mmol) of 2-(1,3-benzothiazol-2-yl)-5-methyl-2,4-dihydro-3H-pyrazol-3-one and 1.97 g (12.96 mmol) of 4-hydroxy-3-methoxybenzaldehyde are stirred under reflux with the addition of 3 ml of piperidine in absolute ethanol for 2 hours. The mixture is then diluted with water and the orange-yellow precipitate is filtered off, then washed with water and a small amount of cold methanol and dried under reduced pressure. Starting materials: BrC=1C=CC(=C(C1)C(CO)(C)NC(CCl)=O)F ((RS)-N-[1-(5-bromo-2-fluoro-phenyl)-2-hydroxy-1-methyl-ethyl]-2-chloro-acetamide), [K] (potassium), CCSC(=O)N(CC(C)C)CC(C)C (butylate). The reagents and catalysts are [Pd] (palladium). Yields the product C(C1=CC=CC=C1)(C1=CC=CC=C1)=NC=1C=CC(=C(C1)C1(COCC(N1)=O)C)F ((RS)-5-[5-(benzhydrylidene-amino)-2-fluoro-phenyl]-5-methyl-morpholin-3-one). RXN SMILES: Br[C:2]1[CH:3]=[CH:4][C:5]([F:17])=[C:6]([C:8]([NH:12][C:13](=[O:16])[CH2:14]Cl)([CH3:11])[CH2:9][OH:10])[CH:7]=1.[K].CCSC([N:24]([CH2:29][CH:30]([CH3:32])[CH3:31])CC(C)C)=O>[Pd]>[C:29](=[N:24][C:2]1[CH:3]=[CH:4][C:5]([F:17])=[C:6]([C:8]2([CH3:11])[NH:12][C:13](=[O:16])[CH2:14][O:10][CH2:9]2)[CH:7]=1)([C:30]1[CH:31]=[CH:11][CH:8]=[CH:9][CH:32]=1)[C:2]1[CH:3]=[CH:4][CH:5]=[CH:6][CH:7]=1 |^1:17|. Procedure: In a reaction sequence analogous to that described for the preparation of the optically active Building block H, the cyclization of the (RS)-N-[1-(5-bromo-2-fluoro-phenyl)-2-hydroxy-1-methyl-ethyl]-2-chloro-acetamide with potassium tent-butylate, followed by the palladium-catalyzed amination yielded the (RS)-5-[5-(benzhydrylidene-amino)-2-fluoro-phenyl]-5-methyl-morpholin-3-one. Its reaction with Lawesson's reagent and the following treatment with hydrochloric acid yielded the title compound as ... Starting materials: CC=1C=CC(=C(C(=O)O)C1)[N+](=O)[O-] (5-methyl-2-nitrobenzoic acid), O=S(Cl)Cl (SOCl2), ice, [OH-].[Na+] (NaOH), [NH4+].[OH-] (NH4OH). Yields the product CC=1C=CC(=C(C(=O)N)C1)[N+](=O)[O-] (5-methyl-2-nitrobenzamide). Yield: 87.0%. RXN SMILES: [CH3:1][C:2]1[CH:3]=[CH:4][C:5]([N+:11]([O-:13])=[O:12])=[C:6]([CH:10]=1)[C:7](O)=[O:8].O=S(Cl)Cl.[OH-].[Na+].[NH4+:20].[OH-]>>[CH3:1][C:2]1[CH:3]=[CH:4][C:5]([N+:11]([O-:13])=[O:12])=[C:6]([CH:10]=1)[C:7]([NH2:20])=[O:8] |f:2.3,4.5|. Procedure: A mixture of 5-methyl-2-nitrobenzoic acid (12) (36.2 g, 0.2 mol) and SOCl2 (50 mL) was heated under reflux for 20 min, during which a homogeneous solution was obtained. After removal of the excess SOCl2 with the aid of a water aspirator, the residue was dissolved in dry THF (40 mL) and the solution added dropwise with stirring to an ice-cold solution of NaOH (8 g, 0.2 mol) in 28% NH4OH (300 mL). The precipitate was collected, washed with water, and recrystallized from EtOH-H2O to obtain 5-methyl...